From a dataset of the Open Reaction Database (ORD), a public repository of structured organic reaction records. describe an organic reaction: reactants, conditions, products, and yield Starting materials: BrC(S(=O)(=O)C1=NN(C=N1)C(N(CC)CC)=O)(F)F (3-(bromodifluoromethylsulfonyl)-1-(N,N-diethylcarbamoyl)-1,2,4-triazole), C(C)SSCC (diethyl disulfide), P(=O)(O)([O-])[O-].[Na+].[Na+] (sodium hydrogen phosphate), S(=O)([O-])S(=O)[O-].[Na+].[Na+] (sodium dithionite). Conditions: time 2 hour. The solvent is CN(C=O)C (N,N-dimethylformamide), O (water), O (water). The product is C(C)N(C(=O)N1N=C(N=C1)S(=O)(=O)C(SCC)(F)F)CC (1-(N,N-diethylcarbamoyl)-3-[difluoro(ethylthio)methylsulfonyl]-1,2,4-triazole). Procedure details: To a stirred solution of 10 g (0.028 mol) 3-(bromodifluoromethylsulfonyl)-1-(N,N-diethylcarbamoyl)-1,2,4-triazole (as prepared in Example 1) and 6.81 ml (0.055 mol) diethyl disulfide in a mixture of 30 ml N,N-dimethylformamide and 20 ml water at 0° C. was added 5.9 g (0.042 mol) sodium hydrogen phosphate and 7.23 g (0.042 mol) sodium dithionite. After 2 h, the reaction mixture was diluted with 100 ml water and extracted with ethyl acetate (3×100 ml). The combined resulting organic layers were wa... RXN SMILES: Br[C:2]([F:19])([F:18])[S:3]([C:6]1[N:10]=[CH:9][N:8]([C:11](=[O:17])[N:12]([CH2:15][CH3:16])[CH2:13][CH3:14])[N:7]=1)(=[O:5])=[O:4].[CH2:20]([S:22]SCC)[CH3:21].P([O-])([O-])(O)=O.[Na+].[Na+].S(S([O-])=O)([O-])=O.[Na+].[Na+]>CN(C)C=O.O>[CH2:13]([N:12]([CH2:15][CH3:16])[C:11]([N:8]1[CH:9]=[N:10][C:6]([S:3]([C:2]([F:19])([F:18])[S:22][CH2:20][CH3:21])(=[O:5])=[O:4])=[N:7]1)=[O:17])[CH3:14] |f:2.3.4,5.6.7|. The yield is 56.8%. Reactants: O=C([O-])[O-], CCCCN1CCNCC1, CN(C)C=O, Fc1ccc2c(CCCCl)noc2c1, Cl, Cl, [I-], [K+], [K+], [K+]. Yields the product CCCCN1CCN(CCCc2noc3cc(F)ccc23)CC1, Cl, Cl. RXN SMILES: [C:27](=[O:28])([O-:29])[O-:30].[CH2:17]([CH2:18][CH2:19][CH3:20])[N:21]1[CH2:22][CH2:23][NH:24][CH2:25][CH2:26]1.[CH3:35][N:36]([CH3:37])[CH:38]=[O:39].[Cl:1][CH2:2][CH2:3][CH2:4][c:5]1[n:6][o:7][c:8]2[c:9]1[cH:10][cH:11][c:12]([F:14])[cH:13]2.[ClH:15].[ClH:16].[I-:34].[K+:31].[K+:32].[K+:33]>>[CH2:2]([CH2:3][CH2:4][c:5]1[n:6][o:7][c:8]2[c:9]1[cH:10][cH:11][c:12]([F:14])[cH:13]2)[N:24]1[CH2:23][CH2:22][N:21]([CH2:17][CH2:18][CH2:19][CH3:20])[CH2:26][CH2:25]1.[ClH:15].[ClH:1].